This data is from the Open Reaction Database (ORD), a public repository of structured organic reaction records. The task is: describe an organic reaction: reactants, conditions, products, and yield The reactants are BrC1=C(C=C(C=C1OC)C(C)OC)OC (2-bromo-1,3-dimethoxy-5-(1-methoxyethyl)benzene), C(CCC)[Li] (n-butyl lithium), [Cl-].[NH4+] (ammonium chloride), B(OC)(OC)OC (trimethyl borate). The solvent is O1CCCC1 (tetrahydrofuran). Conditions: time 30 minute. Yields the product COC1=C(C(=CC(=C1)C(C)OC)OC)B(O)O ([2,6-Dimethoxy-4-(1-methoxyethyl)phenyl]boronic acid). Yield: 77.0%. As a reaction SMILES: Br[C:2]1[C:7]([O:8][CH3:9])=[CH:6][C:5]([CH:10]([O:12][CH3:13])[CH3:11])=[CH:4][C:3]=1[O:14][CH3:15].C([Li])CCC.[B:21](OC)([O:24]C)[O:22]C.[Cl-].[NH4+]>O1CCCC1>[CH3:15][O:14][C:3]1[CH:4]=[C:5]([CH:10]([O:12][CH3:13])[CH3:11])[CH:6]=[C:7]([O:8][CH3:9])[C:2]=1[B:21]([OH:24])[OH:22] |f:3.4|. Reported procedure: To a tetrahydrofuran (200 ml) solution of 2-bromo-1,3-dimethoxy-5-(1-methoxyethyl)benzene (7.39 g, 26.9 mmol), was added dropwise 1.57M n-butyl lithium (18.8 ml, 29.6 mmol) at −78° C., and the mixture was stirred for 30 minutes. To the mixture, was added dropwise trimethyl borate (6.00 ml, 53.8 mmol), and warmed to room temperature. After the reaction was completed, a saturated aqueous solution of ammonium chloride was added while cooling on ice, which was extracted with ethyl acetate and dried ... The reactants are [O-]CC.[Na+] (sodium ethoxide), C(#N)C1=NN(C(=C1C1=C(C=C(C=C1)OC)NC(C(C)(C)C)=O)CC)CC (N-[2-(3-cyano-1,5-diethyl-1H-pyrazol-4-yl)-5-methoxyphenyl]-2,2-dimethylpropanamide). Run in C(C)O (ethanol), C(C)O (ethanol). Conditions: time 20 minute. Product: C(C)C=1N(N=C2C(=NC=3C=C(C=CC3C21)OC)N)CC (1,2-diethyl-7-methoxy-2H-pyrazolo[3,4-c]quinolin-4-amine). Yield: 60.3%. Reaction SMILES: [O-]CC.[Na+].[C:5]([C:7]1[C:11]([C:12]2[CH:17]=[CH:16][C:15]([O:18][CH3:19])=[CH:14][C:13]=2[NH:20]C(=O)C(C)(C)C)=[C:10]([CH2:27][CH3:28])[N:9]([CH2:29][CH3:30])[N:8]=1)#[N:6]>C(O)C>[CH2:27]([C:10]1[N:9]([CH2:29][CH3:30])[N:8]=[C:7]2[C:11]=1[C:12]1[CH:17]=[CH:16][C:15]([O:18][CH3:19])=[CH:14][C:13]=1[N:20]=[C:5]2[NH2:6])[CH3:28] |f:0.1|. Procedure: A solution of sodium ethoxide in ethanol (21% by weight, 2.29 mL, 13.9 mmol) was added to a solution of N-[2-(3-cyano-1,5-diethyl-1H-pyrazol-4-yl)-5-methoxyphenyl]-2,2-dimethylpropanamide (0.5 g, 1.41 mmol) in ethanol (10 mL). The reaction mixture was stirred at room temperature for 20 minutes and then heated at reflux overnight. The reaction mixture was allowed to cool to room temperature and was concentrated under reduced pressure. The resulting residue was triturated with water to provide a s... Reactants: CC(=O)[O-], CC(=O)O, COC(=O)c1scc(CCl)c1Cl, [Na+]. The product is COC(=O)c1scc(COC(C)=O)c1Cl. Reaction SMILES: [CH3:14][C:15]([O-:16])=[O:17].[CH3:18][C:19](=[O:20])[OH:21].[CH3:1][O:2][C:3](=[O:4])[c:5]1[s:6][cH:7][c:8]([CH2:11][Cl:12])[c:9]1[Cl:10].[Na+:13]>>[CH3:1][O:2][C:3](=[O:4])[c:5]1[s:6][cH:7][c:8]([CH2:11][O:17][C:15]([CH3:14])=[O:16])[c:9]1[Cl:10]. Starting materials: C(C)(C)(C)C1=CC(=C(O1)CBr)C(=O)OC (methyl 5-tert-butyl-2-(bromomethyl)furan-3-carboxylate), N1CCCCC1 (piperidine). Run in CC(=O)C (acetone), O (water). The product is C(C)(C)(C)C1=CC(=C(O1)CN1CCCCC1)C(=O)OC (methyl 5-tert-butyl-2-((piperidin-1-yl)methyl)furan-3-carboxylate). Yield: 14.7%. Reaction SMILES: [C:1]([C:5]1[O:9][C:8]([CH2:10]Br)=[C:7]([C:12]([O:14][CH3:15])=[O:13])[CH:6]=1)([CH3:4])([CH3:3])[CH3:2].[NH:16]1[CH2:21][CH2:20][CH2:19][CH2:18][CH2:17]1>CC(C)=O.O>[C:1]([C:5]1[O:9][C:8]([CH2:10][N:16]2[CH2:21][CH2:20][CH2:19][CH2:18][CH2:17]2)=[C:7]([C:12]([O:14][CH3:15])=[O:13])[CH:6]=1)([CH3:4])([CH3:3])[CH3:2]. Reported procedure: A solution of methyl 5-tert-butyl-2-(bromomethyl)furan-3-carboxylate (0.28 g, 1.0 mmol) and piperidine (99 μL, 1 mmol) in acetone (5 mL) was stirred at room temperature 3 days. The mixture was diluted with water and extracted with EtOAc. The organic extracts were washed with water, dried over Na2SO4, and concentrated under vacuum. The residue was purified by silica gel chromatography (0%-50% EtOAc-hexanes) to obtain methyl 5-tert-butyl-2-((piperidin-1-yl)methyl)furan-3-carboxylate (41 mg, 15% yi... Starting materials: ClCCl, Cl, Cl, Fc1ccc2c(c1)CNC2, O=C(Cl)c1ccc(OCCCN2CCCCC2)cc1. Product: Cl, O=C(c1ccc(OCCCN2CCCCC2)cc1)N1Cc2ccc(F)cc2C1. As a reaction SMILES: [Cl:32][CH2:33][Cl:34].[ClH:12].[ClH:1].[F:2][c:3]1[cH:4][c:5]2[c:9]([cH:10][cH:11]1)[CH2:8][NH:7][CH2:6]2.[N:13]1([CH2:19][CH2:20][CH2:21][O:22][c:23]2[cH:24][cH:25][c:26]([C:27](=[O:28])[Cl:29])[cH:30][cH:31]2)[CH2:14][CH2:15][CH2:16][CH2:17][CH2:18]1>>[ClH:29].[F:2][c:3]1[cH:4][c:5]2[c:9]([cH:10][cH:11]1)[CH2:8][N:7]([C:27]([c:26]1[cH:25][cH:24][c:23]([O:22][CH2:21][CH2:20][CH2:19][N:13]3[CH2:14][CH2:15][CH2:16][CH2:17][CH2:18]3)[cH:31][cH:30]1)=[O:28])[CH2:6]2. Starting materials: CC(C)=O, CC1=C(c2cccc(C(F)(F)F)c2)n2ncc(C#N)c2N(C(=O)CCl)C1, c1ccc(N2CCNCC2)nc1. The product is CC1=C(c2cccc(C(F)(F)F)c2)n2ncc(C#N)c2N(C(=O)CN2CCN(c3ccccn3)CC2)C1. Reaction SMILES: [CH3:39][C:40](=[O:41])[CH3:42].[Cl:13][CH2:14][C:15](=[O:16])[N:17]1[c:18]2[n:19]([n:34][cH:35][c:36]2[C:37]#[N:38])[C:20]([c:24]2[cH:25][c:26]([C:30]([F:31])([F:32])[F:33])[cH:27][cH:28][cH:29]2)=[C:21]([CH3:23])[CH2:22]1.[n:1]1[c:2]([N:7]2[CH2:8][CH2:9][NH:10][CH2:11][CH2:12]2)[cH:3][cH:4][cH:5][cH:6]1>>[n:1]1[c:2]([N:7]2[CH2:8][CH2:9][N:10]([CH2:14][C:15](=[O:16])[N:17]3[c:18]4[n:19]([n:34][cH:35][c:36]4[C:37]#[N:38])[C:20]([c:24]4[cH:25][c:26]([C:30]([F:31])([F:32])[F:33])[cH:27][cH:28][cH:29]4)=[C:21]([CH3:23])[CH2:22]3)[CH2:11][CH2:12]2)[cH:3][cH:4][cH:5][cH:6]1. Reactants: O[C@@H](C(=O)O)CCCC1=CC=C(C=C1)OC ((2R)-2-hydroxy-5-(4-methoxy-phenyl)pentanoic acid), OC(C(=O)OCC)CCCC1=CC=C(C=C1)OC (ethyl 2-hydroxy-5-(4-methoxyphenyl)pentanoate). The product is O[C@@H](C(=O)OCC)CCCC1=CC=C(C=C1)OC (Ethyl (2R)-2-hydroxy-5-(4-methoxy-phenyl)pentanoate). RXN SMILES: O[C@H](CCCC1C=CC(OC)=CC=1)C(O)=O.[OH:17][CH:18]([CH2:24][CH2:25][CH2:26][C:27]1[CH:32]=[CH:31][C:30]([O:33][CH3:34])=[CH:29][CH:28]=1)[C:19]([O:21][CH2:22][CH3:23])=[O:20]>>[OH:17][C@H:18]([CH2:24][CH2:25][CH2:26][C:27]1[CH:28]=[CH:29][C:30]([O:33][CH3:34])=[CH:31][CH:32]=1)[C:19]([O:21][CH2:22][CH3:23])=[O:20]. Procedure: Using (2R)-2-hydroxy-5-(4-methoxy-phenyl)pentanoic acid (80% e.e.), ethyl 2-hydroxy-5-(4-methoxyphenyl)pentanoate was quantitatively obtained (80% e.e.) by a process similar to the process described in Reference Example 27. The optical purity analysis conditions are as follows: Column: AD-H (Chiralcel, DAICEL Chemical Industries Ltd.)